From a dataset of the Open Reaction Database (ORD), a public repository of structured organic reaction records. describe an organic reaction: reactants, conditions, products, and yield Reactants: C1CCOC1, CCO, CCOC(=O)CCc1ccc(Oc2ccc(NC(=O)c3ccc(Cl)c(Cl)c3)cc2)cc1, Cl, [Na+], [OH-], O. The product is O=C(O)CCc1ccc(Oc2ccc(NC(=O)c3ccc(Cl)c(Cl)c3)cc2)cc1. Reaction SMILES: [CH2:36]1[O:37][CH2:38][CH2:39][CH2:40]1.[CH3:41][CH2:42][OH:43].[Cl:1][c:2]1[cH:3][c:4]([C:5](=[O:6])[NH:7][c:8]2[cH:9][cH:10][c:11]([O:12][c:13]3[cH:14][cH:15][c:16]([CH2:19][CH2:20][C:21](=[O:22])[O:23][CH2:24][CH3:25])[cH:17][cH:18]3)[cH:26][cH:27]2)[cH:28][cH:29][c:30]1[Cl:31].[ClH:35].[Na+:33].[OH-:32].[OH2:34]>>[Cl:1][c:2]1[cH:3][c:4]([C:5](=[O:6])[NH:7][c:8]2[cH:9][cH:10][c:11]([O:12][c:13]3[cH:14][cH:15][c:16]([CH2:19][CH2:20][C:21](=[O:22])[OH:23])[cH:17][cH:18]3)[cH:26][cH:27]2)[cH:28][cH:29][c:30]1[Cl:31]. The reactants are ClC1=CC=C2NC(C3N(C2=C1)CCN(C3)C(=O)OCC3=CC=CC=C3)=O (9-chloro-3-carbobenzyloxy-2,3,4,4a-tetrahydro-1H-pyrazino[1,2-a ]-quinoxalin-5(6H)-one), B.C1CCOC1 (borane THF), CO (Methanol). Solvent: C1CCOC1 (THF). Run at time 15 minute. The product is ClC1=CC=C2NCC3N(C2=C1)CCN(C3)C(=O)OCC3=CC=CC=C3 (9-Chloro-3-carbobenzyloxy-2,3,4,4a,5,6-hexahydro-1H-pyrazino[1,2-a]quinoxaline). Yield: 64.4%. RXN SMILES: [Cl:1][C:2]1[CH:11]=[C:10]2[C:5]([NH:6][C:7](=O)[CH:8]3[CH2:15][N:14]([C:16]([O:18][CH2:19][C:20]4[CH:25]=[CH:24][CH:23]=[CH:22][CH:21]=4)=[O:17])[CH2:13][CH2:12][N:9]32)=[CH:4][CH:3]=1.B.C1COCC1.CO>C1COCC1>[Cl:1][C:2]1[CH:11]=[C:10]2[C:5]([NH:6][CH2:7][CH:8]3[CH2:15][N:14]([C:16]([O:18][CH2:19][C:20]4[CH:21]=[CH:22][CH:23]=[CH:24][CH:25]=4)=[O:17])[CH2:13][CH2:12][N:9]32)=[CH:4][CH:3]=1 |f:1.2|. Reported procedure: To a solution of 9-chloro-3-carbobenzyloxy-2,3,4,4a-tetrahydro-1H-pyrazino[1,2-a ]-quinoxalin-5(6H)-one (1.45 g, 3.9 mmol) in 50 ml THF was added a solution of borane-THF complex (1M in THF, 12.2 ml, 12.2 mmol). After 15 min, the reaction was heated to reflux. After MS showed the absence of starting material, the reaction mixture was cooled to rt. Methanol was added and the solution concentrated to a yellow residue. This was repeated and the crude material was purified by column chromatography u... Starting materials: C=CCC(NC(=O)C(C)(C)C)C(=O)OCC, C1CCOC1, CCOC(C)=O, CCO, [Na+], [OH-]. Yields the product C=CCC(NC(=O)C(C)(C)C)C(=O)O. RXN SMILES: [CH2:1]([CH3:2])[O:3][C:4]([CH:5]([CH2:6][CH:7]=[CH2:8])[NH:9][C:10]([C:11]([CH3:12])([CH3:13])[CH3:14])=[O:15])=[O:16].[CH2:28]1[O:29][CH2:30][CH2:31][CH2:32]1.[CH3:19][CH2:20][O:21][C:22]([CH3:23])=[O:24].[CH3:25][CH2:26][OH:27].[Na+:18].[OH-:17]>>[O:3]=[C:4]([CH:5]([CH2:6][CH:7]=[CH2:8])[NH:9][C:10]([C:11]([CH3:12])([CH3:13])[CH3:14])=[O:15])[OH:16].